Dataset: the Open Reaction Database (ORD), a public repository of structured organic reaction records. Task: describe an organic reaction: reactants, conditions, products, and yield Starting materials: CC(C)(C)OC(=O)CCNCC(=O)OCc1ccccc1, CCN(C(C)C)C(C)C, CC(C)(C)OC(=O)CCCCCCCCCCCCCCCCC(=O)ON1C(=O)CCC1=O, CN(C)C=O, On1nnc2cccnc21. Product: CC(C)(C)OC(=O)CCCCCCCCCCCCCCCCC(=O)N(CCC(=O)OC(C)(C)C)CC(=O)OCc1ccccc1. RXN SMILES: [C:1]([CH3:2])([CH3:3])([CH3:4])[O:5][C:6]([CH2:7][CH2:8][NH:9][CH2:10][C:11](=[O:12])[O:13][CH2:14][c:15]1[cH:16][cH:17][cH:18][cH:19][cH:20]1)=[O:21].[CH:65]([N:66]([CH2:67][CH3:68])[CH:69]([CH3:70])[CH3:71])([CH3:72])[CH3:73].[O:22]=[C:23]1[CH2:24][CH2:25][C:26](=[O:27])[N:28]1[O:29][C:30]([CH2:31][CH2:32][CH2:33][CH2:34][CH2:35][CH2:36][CH2:37][CH2:38][CH2:39][CH2:40][CH2:41][CH2:42][CH2:43][CH2:44][CH2:45][CH2:46][C:47](=[O:48])[O:49][C:50]([CH3:51])([CH3:52])[CH3:53])=[O:54].[O:74]=[CH:75][N:76]([CH3:77])[CH3:78].[OH:55][n:56]1[c:57]2[n:58][cH:59][cH:60][cH:61][c:62]2[n:63][n:64]1>>[C:1]([CH3:2])([CH3:3])([CH3:4])[O:5][C:6]([CH2:7][CH2:8][N:9]([CH2:10][C:11](=[O:12])[O:13][CH2:14][c:15]1[cH:16][cH:17][cH:18][cH:19][cH:20]1)[C:30](=[O:29])[CH2:31][CH2:32][CH2:33][CH2:34][CH2:35][CH2:36][CH2:37][CH2:38][CH2:39][CH2:40][CH2:41][CH2:42][CH2:43][CH2:44][CH2:45][CH2:46][C:47](=[O:48])[O:49][C:50]([CH3:51])([CH3:52])[CH3:53])=[O:21].